This data is from the Open Reaction Database (ORD), a public repository of structured organic reaction records. The task is: describe an organic reaction: reactants, conditions, products, and yield The reactants are C1(=CC=CC=C1)NC1=CC=C(C=C1)N (N-Phenyl-benzene-1,4-diamine), C1(=CC=CC=C1)NC1=CC=C(C=C1)N (N-Phenyl-benzene-1,4-diamine), BrCC1=CC(=C(C(=C1)C(C)(C)C)O)C(C)(C)C (4-Bromomethyl-2,6-di-tert-butyl-phenol), BrCC1=CC(=C(C(=C1)C(C)(C)C)O)C(C)(C)C (4-Bromomethyl-2,6-di-tert-butyl-phenol). Solvent: O1CCCC1 (tetrahydrofuran), O1CCCC1 (tetrahydrofuran). Product: C1(=CC=CC=C1)NC1=CC=C(C=C1)NC1=C(C=CC=C1)O ((4-phenylamino-phenylamino)-phenol). Reaction SMILES: BrC[C:3]1[CH:8]=[C:7](C(C)(C)C)[C:6]([OH:13])=[C:5](C(C)(C)C)[CH:4]=1.[C:18]1([NH:24][C:25]2[CH:30]=[CH:29][C:28]([NH2:31])=[CH:27][CH:26]=2)[CH:23]=[CH:22][CH:21]=[CH:20][CH:19]=1>O1CCCC1>[C:18]1([NH:24][C:25]2[CH:30]=[CH:29][C:28]([NH:31][C:5]3[CH:4]=[CH:3][CH:8]=[CH:7][C:6]=3[OH:13])=[CH:27][CH:26]=2)[CH:19]=[CH:20][CH:21]=[CH:22][CH:23]=1. Procedure: 4-Bromomethyl-2,6-di-tert-butyl-phenol (2.42 g, 0.008 mole) was dissolved in 50 mL of dry tetrahydrofuran . In a separate conical flask N-Phenyl-benzene-1,4-diamine (2.93 g, 0.016 mole) was dissolved in 25 mL of tetrahydrofuran and solution was transferred to a cylindrical funnel with pressure equalizing tube. Three-necked round-bottomed flask containing solution of 4-Bromomethyl-2,6-di-tert-butyl-phenol was kept in oil-bath at 85° C. Solution in the flask was continuously stirred with the help ... Starting materials: Cl, [Na+], [OH-], CCOC(=O)CCc1cnn2c1NCCC2. The product is O=C(O)CCc1cnn2c1NCCC2. Reaction SMILES: [ClH:17].[Na+:19].[OH-:18].[n:1]1[cH:2][c:3]([CH2:10][CH2:11][C:12](=[O:13])[O:14][CH2:15][CH3:16])[c:4]2[n:5]1[CH2:6][CH2:7][CH2:8][NH:9]2>>[n:1]1[cH:2][c:3]([CH2:10][CH2:11][C:12](=[O:13])[OH:14])[c:4]2[n:5]1[CH2:6][CH2:7][CH2:8][NH:9]2. Starting materials: Br, Br, Br, O=C([O-])O, CCO, Clc1ncccn1, NCCN1CCC(Nc2nc3cc(O)ccc3n2Cc2ccc(F)cc2)CC1, [Na+]. The product is Oc1ccc2c(c1)nc(NC1CCN(CCNc3ncccn3)CC1)n2Cc1ccc(F)cc1. Reaction SMILES: [BrH:10].[BrH:8].[BrH:9].[C:39](=[O:40])([O-:41])[OH:42].[CH3:44][CH2:45][OH:46].[Cl:1][c:2]1[n:3][cH:4][cH:5][cH:6][n:7]1.[NH2:11][CH2:12][CH2:13][N:14]1[CH2:15][CH2:16][CH:17]([NH:20][c:21]2[n:22][c:23]3[c:24]([n:25]2[CH2:26][c:27]2[cH:28][cH:29][c:30]([F:33])[cH:31][cH:32]2)[cH:34][cH:35][c:36]([OH:38])[cH:37]3)[CH2:18][CH2:19]1.[Na+:43]>>[c:2]1([NH:11][CH2:12][CH2:13][N:14]2[CH2:15][CH2:16][CH:17]([NH:20][c:21]3[n:22][c:23]4[c:24]([n:25]3[CH2:26][c:27]3[cH:28][cH:29][c:30]([F:33])[cH:31][cH:32]3)[cH:34][cH:35][c:36]([OH:38])[cH:37]4)[CH2:18][CH2:19]2)[n:3][cH:4][cH:5][cH:6][n:7]1. Reactants: ClCCCl, Cc1ccc2cc(C(=O)O)[nH]c2c1, ClCCl, O, On1nnc2ccccc21, CC(C)(C)C(N)C(=O)N1CC2CC1CN2C(=O)c1nc2ccccc2[nH]1. The product is Cc1ccc2cc(C(=O)NC(C(=O)N3CC4CC3CN4C(=O)c3nc4ccccc4[nH]3)C(C)(C)C)[nH]c2c1. As a reaction SMILES: [CH2:40]([Cl:41])[CH2:42][Cl:43].[CH3:27][c:28]1[cH:29][cH:30][c:31]2[cH:32][c:33]([C:37](=[O:38])[OH:39])[nH:34][c:35]2[cH:36]1.[Cl:54][CH2:55][Cl:56].[OH2:57].[OH:44][n:45]1[c:46]2[c:47]([cH:48][cH:49][cH:50][cH:51]2)[n:52][n:53]1.[nH:1]1[c:2]([C:10](=[O:11])[N:12]2[CH:13]3[CH2:14][N:15]([C:19]([CH:20]([C:21]([CH3:22])([CH3:23])[CH3:24])[NH2:25])=[O:26])[CH:16]([CH2:17]2)[CH2:18]3)[n:3][c:4]2[c:5]1[cH:6][cH:7][cH:8][cH:9]2>>[nH:1]1[c:2]([C:10](=[O:11])[N:12]2[CH:13]3[CH2:14][N:15]([C:19]([CH:20]([C:21]([CH3:22])([CH3:23])[CH3:24])[NH:25][C:37]([c:33]4[cH:32][c:31]5[cH:30][cH:29][c:28]([CH3:27])[cH:36][c:35]5[nH:34]4)=[O:38])=[O:26])[CH:16]([CH2:17]2)[CH2:18]3)[n:3][c:4]2[c:5]1[cH:6][cH:7][cH:8][cH:9]2.